Dataset: the Open Reaction Database (ORD), a public repository of structured organic reaction records. Task: describe an organic reaction: reactants, conditions, products, and yield Yields the product CC(C)(C)c1nc2cc(S(=O)(=O)N3CC(CC(=O)O)C3)ccc2n1CC1CCOCC1. RXN SMILES: [C:1]([CH3:2])([CH3:3])([CH3:4])[c:5]1[n:6][c:7]2[c:8]([n:9]1[CH2:10][CH:11]1[CH2:12][CH2:13][O:14][CH2:15][CH2:16]1)[cH:17][cH:18][c:19]([S:21](=[O:22])(=[O:23])[Cl:24])[cH:20]2.[CH:34]([N:35]([CH2:36][CH3:37])[CH:38]([CH3:39])[CH3:40])([CH3:41])[CH3:42].[ClH:25].[NH:26]1[CH2:27][CH:28]([CH2:30][C:31](=[O:32])[OH:33])[CH2:29]1.[O:43]=[CH:44][N:45]([CH3:46])[CH3:47]>>[C:1]([CH3:2])([CH3:3])([CH3:4])[c:5]1[n:6][c:7]2[c:8]([n:9]1[CH2:10][CH:11]1[CH2:12][CH2:13][O:14][CH2:15][CH2:16]1)[cH:17][cH:18][c:19]([S:21](=[O:22])(=[O:23])[N:26]1[CH2:27][CH:28]([CH2:30][C:31](=[O:32])[OH:33])[CH2:29]1)[cH:20]2. The reactants are CC(C)(C)c1nc2cc(S(=O)(=O)Cl)ccc2n1CC1CCOCC1, CCN(C(C)C)C(C)C, Cl, O=C(O)CC1CNC1, CN(C)C=O. Reactants: C(C)OC(C1=CC=C(C=C1)NC(C(C1CCCCC1)N1C(=NC2=C1C=C(C(=C2)F)F)C2=CC=C(C=C2)Cl)=O)=O (4-{2-[2-(4-chloro-phenyl)-5,6-difluoro-benzoimidazol-1-yl]-2-cyclohexyl-acetylamino}-benzoic acid ethyl ester), ClC1=CC=C(C=C1)C1=NC2=C(N1C(C(=O)O)C1CCCCC1)C=C(C(=C2)F)F ([2-(4-chloro-phenyl)-5,6-difluoro-benzoimidazol-1-yl]-cyclohexyl-acetic acid), COC(=O)C1(CC1)OC1=CC(=C(C=C1)N)F (1-(4-amino-3-fluoro-phenoxy)-cyclopropanecarboxylic acid methyl ester). The reagents and catalysts are CN(C1=CC=NC=C1)C (4-(dimethylamino)pyridine). The product is COC(=O)C1(CC1)OC1=CC(=C(C=C1)NC(C(C1CCCCC1)N1C(=NC2=C1C=C(C(=C2)F)F)C2=CC=C(C=C2)Cl)=O)F (1-(4-{2-[2-(4-Chloro-phenyl)-5,6-difluoro-benzoimidazol-1-yl]-2-cyclohexyl-acetylamino}-3-fluoro-phenoxy)-cyclopropanecarboxylic acid methyl ester). Reaction SMILES: C(OC(=O)C1C=CC(N[C:12](=[O:38])[CH:13]([N:20]2[C:24]3[CH:25]=[C:26]([F:30])[C:27]([F:29])=[CH:28][C:23]=3[N:22]=[C:21]2[C:31]2[CH:36]=[CH:35][C:34]([Cl:37])=[CH:33][CH:32]=2)[CH:14]2[CH2:19][CH2:18][CH2:17][CH2:16][CH2:15]2)=CC=1)C.ClC1C=CC(C2N(C(C3CCCCC3)C(O)=O)C3C=C(F)C(F)=CC=3N=2)=CC=1.[CH3:68][O:69][C:70]([C:72]1([O:75][C:76]2[CH:81]=[CH:80][C:79]([NH2:82])=[C:78]([F:83])[CH:77]=2)[CH2:74][CH2:73]1)=[O:71]>CN(C)C1C=CN=CC=1>[CH3:68][O:69][C:70]([C:72]1([O:75][C:76]2[CH:81]=[CH:80][C:79]([NH:82][C:12](=[O:38])[CH:13]([N:20]3[C:24]4[CH:25]=[C:26]([F:30])[C:27]([F:29])=[CH:28][C:23]=4[N:22]=[C:21]3[C:31]3[CH:32]=[CH:33][C:34]([Cl:37])=[CH:35][CH:36]=3)[CH:14]3[CH2:15][CH2:16][CH2:17][CH2:18][CH2:19]3)=[C:78]([F:83])[CH:77]=2)[CH2:74][CH2:73]1)=[O:71]. Procedure details: This compound was prepared in analogy to example 22, intermediate d, from [2-(4-chloro-phenyl)-5,6-difluoro-benzoimidazol-1-yl]-cyclohexyl-acetic acid, 1-(4-amino-3-fluoro-phenoxy)-cyclopropanecarboxylic acid methyl ester and using 4-(dimethylamino)pyridine as base.